From a dataset of the Open Reaction Database (ORD), a public repository of structured organic reaction records. describe an organic reaction: reactants, conditions, products, and yield The reactants are ClC1=CC(=C(C#N)C=C1F)O[C@H](CCI)C1=CC=CC=C1 (4-Chloro-5-fluoro-2-[[(1R)-3-iodo-1-phenylpropyl]oxy]-benzonitrile), ClC1=C(C=CC(=C1)Cl)C(F)(F)F (2,4-dichloro-1-(trifluoromethyl)benzene), CC(C)(C)OC(NCCC(C1=CC=CC=C1)O)=O (racemic (3-hydroxy-3-phenylpropyl)carbamic acid 1,1-dimethylethyl ester). The product is Cl.ClC=1C=CC(=C(OC(CCNC)C2=CC=CC=C2)C1)C(F)(F)F (γ-[5-Chloro-2-(trifluoromethyl)phenoxy]-N-methylbenzenepropanamine hydrochloride), product. As a reaction SMILES: [Cl:1]C1C(F)=CC(C#N)=C(O[C@@H](C2C=CC=CC=2)CCI)C=1.CC(O[C:27](=O)[NH:28][CH2:29][CH2:30][CH:31]([OH:38])[C:32]1[CH:37]=[CH:36][CH:35]=[CH:34][CH:33]=1)(C)C.Cl[C:41]1[CH:46]=[C:45]([Cl:47])[CH:44]=[CH:43][C:42]=1[C:48]([F:51])([F:50])[F:49]>>[ClH:1].[Cl:47][C:45]1[CH:46]=[CH:41][C:42]([C:48]([F:49])([F:50])[F:51])=[C:43]([CH:44]=1)[O:38][CH:31]([C:32]1[CH:33]=[CH:34][CH:35]=[CH:36][CH:37]=1)[CH2:30][CH2:29][NH:28][CH3:27] |f:3.4|. Procedure: The title compound was prepared by the method of Example 3 (b) using racemic (3-hydroxy-3-phenylpropyl)carbamic acid 1,1-dimethylethyl ester and 2,4-dichloro-1-(trifluoromethyl)benzene to give 70 mg of the product as a colourless solid. The reactants are CC1=CC=C2C=C(NC2=C1)CCC(=O)OC (Methyl 3-(6-methyl-1H-indol-2-yl)propanoate), O[Li].O (LiOH.H2O), Cl (HCl). Run in O (water), C1CCOC1.CO.O (THF MeOH H2O). Reaction conditions: time 16 hour. The product is CC1=CC=C2C=C(NC2=C1)CCC(=O)O (3-(6-Methyl-1H-indol-2-yl)propanoic acid). The yield is 90.0%. As a reaction SMILES: [CH3:1][C:2]1[CH:10]=[C:9]2[C:5]([CH:6]=[C:7]([CH2:11][CH2:12][C:13]([O:15]C)=[O:14])[NH:8]2)=[CH:4][CH:3]=1.O[Li].O.Cl>C1COCC1.CO.O.O>[CH3:1][C:2]1[CH:10]=[C:9]2[C:5]([CH:6]=[C:7]([CH2:11][CH2:12][C:13]([OH:15])=[O:14])[NH:8]2)=[CH:4][CH:3]=1 |f:1.2,4.5.6|. Procedure details: To a solution of 46 (0.69 g, 3.17 mmol) in THF:MeOH:H2O (1:1:1) (9 mL) was added LiOH.H2O (0.25 g, 5.96 mmol). The reaction was stirred at rt for 16 h, diluted with water, acidified to pH 3 with 1 N HCl, and extracted with EtOAc. The combined organic layers were washed with water, brine, dried over MgSO4, and concentrated in vacuo to provide 0.58 g (90%) of product 47 as an off-white solid. 1H NMR (300 MHz, DMSO-d6) δ 2.35 (s, 3H), 2.65 (t, J=8 Hz, 2H), 2.93 (t, J=8 Hz, 2H), 6.05 (s, 1H), 6.75 (... Reactants: ClCCl, COc1cc2c(Nc3c(Cl)ccc4c3OCO4)ncnc2cc1O, CCOC(=O)N=NC(=O)OCC, OCCN1CCCC1, c1ccc(P(c2ccccc2)c2ccccc2)cc1. Product: COc1cc2c(Nc3c(Cl)ccc4c3OCO4)ncnc2cc1OCCN1CCCC1. As a reaction SMILES: [CH2:64]([Cl:65])[Cl:66].[Cl:13][c:14]1[cH:15][cH:16][c:17]2[c:18]([c:19]1[NH:20][c:21]1[n:22][cH:23][n:24][c:25]3[cH:26][c:27]([OH:33])[c:28]([O:31][CH3:32])[cH:29][c:30]13)[O:34][CH2:35][O:36]2.[O:1]=[C:2]([O:3][CH2:4][CH3:5])[N:6]=[N:7][C:8]([O:9][CH2:10][CH3:11])=[O:12].[OH:37][CH2:38][CH2:39][N:40]1[CH2:41][CH2:42][CH2:43][CH2:44]1.[c:45]1([P:46]([c:47]2[cH:48][cH:49][cH:50][cH:51][cH:52]2)[c:53]2[cH:54][cH:55][cH:56][cH:57][cH:58]2)[cH:59][cH:60][cH:61][cH:62][cH:63]1>>[Cl:13][c:14]1[cH:15][cH:16][c:17]2[c:18]([c:19]1[NH:20][c:21]1[n:22][cH:23][n:24][c:25]3[cH:26][c:27]([O:33][CH2:38][CH2:39][N:40]4[CH2:41][CH2:42][CH2:43][CH2:44]4)[c:28]([O:31][CH3:32])[cH:29][c:30]13)[O:34][CH2:35][O:36]2.